Dataset: the Open Reaction Database (ORD), a public repository of structured organic reaction records. Task: describe an organic reaction: reactants, conditions, products, and yield Reactants: O=C(Cl)c1ccccc1, CCOC(C)=O, CC1NC(=O)OC1=O, CN(C)c1ccncc1. Product: CC1C(=O)OC(=O)N1C(=O)c1ccccc1. As a reaction SMILES: [C:9]([c:10]1[cH:11][cH:12][cH:13][cH:14][cH:15]1)(=[O:16])[Cl:17].[CH3:18][CH2:19][O:20][C:21](=[O:22])[CH3:23].[CH3:1][CH:2]1[NH:3][C:4](=[O:8])[O:5][C:6]1=[O:7].[CH3:24][N:25]([CH3:26])[c:27]1[cH:28][cH:29][n:30][cH:31][cH:32]1>>[CH3:1][CH:2]1[N:3]([C:9]([c:10]2[cH:11][cH:12][cH:13][cH:14][cH:15]2)=[O:16])[C:4](=[O:8])[O:5][C:6]1=[O:7]. The reactants are O=C1NC2=C(N1C1CCN(CC1)CCCN1S(C=3C4=C1C=CC=C4C=CC3)(=O)=O)C=CC=C2 (2-{3-[4-(2-oxo-1-benzimidazolinyl)piperidino]propyl}naphtho[1,8-cd]isothiazole 1,1-dioxide), C(C1=CC=CC=C1)(=O)Cl (benzoyl chloride), [H-].[Na+] (sodium hydride). Solvent: CN(C=O)C (dimethylformamide), O1CCCC1 (tetrahydrofuran). Reaction conditions: temperature 20 celsius, time 15 hour. The product is C(C1=CC=CC=C1)(=O)N1C(N(C2=C1C=CC=C2)C2CCN(CC2)CCCN2S(C=1C3=C2C=CC=C3C=CC1)(=O)=O)=O (2-{3-[4-(3-benzoyl-2-oxo-1-benzimidazolinyl)piperidino]propyl}naphto [1,8-cd]isothiazole 1,1-dioxide). The yield is 51.5%. As a reaction SMILES: [O:1]=[C:2]1[N:6]([CH:7]2[CH2:12][CH2:11][N:10]([CH2:13][CH2:14][CH2:15][N:16]3[C:20]4[CH:21]=[CH:22][CH:23]=[C:24]5[CH:25]=[CH:26][CH:27]=[C:18]([C:19]=45)[S:17]3(=[O:29])=[O:28])[CH2:9][CH2:8]2)[C:5]2[CH:30]=[CH:31][CH:32]=[CH:33][C:4]=2[NH:3]1.[C:34](Cl)(=[O:41])[C:35]1[CH:40]=[CH:39][CH:38]=[CH:37][CH:36]=1.[H-].[Na+]>CN(C)C=O.O1CCCC1>[C:34]([N:3]1[C:4]2[CH:33]=[CH:32][CH:31]=[CH:30][C:5]=2[N:6]([CH:7]2[CH2:8][CH2:9][N:10]([CH2:13][CH2:14][CH2:15][N:16]3[C:20]4[CH:21]=[CH:22][CH:23]=[C:24]5[CH:25]=[CH:26][CH:27]=[C:18]([C:19]=45)[S:17]3(=[O:29])=[O:28])[CH2:11][CH2:12]2)[C:2]1=[O:1])(=[O:41])[C:35]1[CH:40]=[CH:39][CH:38]=[CH:37][CH:36]=1 |f:2.3|. Reported procedure: The experiment is carried out as in Example 44, starting with 2-{3-[4-(2-oxo-1-benzimidazolinyl)piperidino]propyl}naphtho[1,8-cd]isothiazole 1,1-dioxide (4.6 g) in dimethylformamide (20 cc) and benzoyl chloride (1.4 g) in tetrahydrofuran (20 cc) and sodium hydride (0.48 g) as a 50% dispersion in vaseline oil. The mixture is stirred for 15 hours at a temperature of about 20° C. After purification by flash-chromatography on a silica column, under a current of argon at medium pressure (0.5-1.5 bar)... Reactants: FC(C)(F)C1=NN(C(=C1)N)C1=CC=C(C=C1)OC (3-(1,1-difluoroethyl)-1-(4-methoxyphenyl)-1H-pyrazol-5-amine), C(N)(OC1=CC=CC=C1)=O (phenyl carbamate). Product: FC(C)(F)C1=NN(C(=C1)NC(OC1=CC=CC=C1)=O)C1=CC=C(C=C1)OC (phenyl 3-(1,1-difluoroethyl)-1-(4-methoxyphenyl)-1H-pyrazol-5-ylcarbamate). Isolated yield 64.0%. As a reaction SMILES: [F:1][C:2]([C:5]1[CH:9]=[C:8]([NH2:10])[N:7]([C:11]2[CH:16]=[CH:15][C:14]([O:17][CH3:18])=[CH:13][CH:12]=2)[N:6]=1)([F:4])[CH3:3].[C:19](=[O:28])([O:21][C:22]1[CH:27]=[CH:26][CH:25]=[CH:24][CH:23]=1)N>>[F:1][C:2]([C:5]1[CH:9]=[C:8]([NH:10][C:19](=[O:28])[O:21][C:22]2[CH:27]=[CH:26][CH:25]=[CH:24][CH:23]=2)[N:7]([C:11]2[CH:16]=[CH:15][C:14]([O:17][CH3:18])=[CH:13][CH:12]=2)[N:6]=1)([F:4])[CH3:3]. Procedure details: 3-(1,1-difluoroethyl)-1-(4-methoxyphenyl)-1H-pyrazol-5-amine was converted to the phenyl carbamate using the procedure for Example 282A Step 2. Purification using silica gel chromatography eluting with EtOAc/hexane (5-40%) afforded phenyl 3-(1,1-difluoroethyl)-1-(4-methoxyphenyl)-1H-pyrazol-5-ylcarbamate in 64% yield. LC-MS (ESI) m/z 374 (M−H)− As a reaction SMILES: [Br:27][CH2:28][c:29]1[cH:30][cH:31][c:32]([C:33]#[N:34])[cH:35][cH:36]1.[Cl:1][c:2]1[cH:3][cH:4][c:5](-[c:9]2[n:10][c:11]3[c:12]([n:13]2[CH2:14][CH:15]2[CH2:16][CH2:17][CH2:18][CH2:19][CH2:20]2)[cH:21][c:22]([F:26])[c:23]([F:25])[cH:24]3)[c:6]([OH:8])[cH:7]1>>[Cl:1][c:2]1[cH:3][cH:4][c:5](-[c:9]2[n:10][c:11]3[c:12]([n:13]2[CH2:14][CH:15]2[CH2:16][CH2:17][CH2:18][CH2:19][CH2:20]2)[cH:21][c:22]([F:26])[c:23]([F:25])[cH:24]3)[c:6]([O:8][CH2:28][c:29]2[cH:30][cH:31][c:32]([C:33]#[N:34])[cH:35][cH:36]2)[cH:7]1. Product: N#Cc1ccc(COc2cc(Cl)ccc2-c2nc3cc(F)c(F)cc3n2CC2CCCCC2)cc1. Starting materials: N#Cc1ccc(CBr)cc1, Oc1cc(Cl)ccc1-c1nc2cc(F)c(F)cc2n1CC1CCCCC1. Reactants: OCC1=CC=C(OCC(=O)C2=CC=CC=C2)C=C1 (2-[4-(hydroxymethyl)phenoxy]-1-phenylethanone), P(Br)(Br)Br (phosphorus tribromide). Solvent: C(Cl)Cl (DCM). Reaction conditions: time 1 hour. Product: BrCC1=CC=C(OCC(=O)C2=CC=CC=C2)C=C1 (2-[4-(Bromomethyl)phenoxy]-1-phenylethanone). The yield is 71.6%. As a reaction SMILES: O[CH2:2][C:3]1[CH:18]=[CH:17][C:6]([O:7][CH2:8][C:9]([C:11]2[CH:16]=[CH:15][CH:14]=[CH:13][CH:12]=2)=[O:10])=[CH:5][CH:4]=1.P(Br)(Br)[Br:20]>C(Cl)Cl>[Br:20][CH2:2][C:3]1[CH:18]=[CH:17][C:6]([O:7][CH2:8][C:9]([C:11]2[CH:16]=[CH:15][CH:14]=[CH:13][CH:12]=2)=[O:10])=[CH:5][CH:4]=1. Procedure: To a 50 mL RB flask charged with 2-[4-(hydroxymethyl)phenoxy]-1-phenylethanone (10 g, 41.2 mmol) in DCM was added phosphorus tribromide (16.76 g, 61.9 mmol) in drops over period of 5 min at 0° C. Reaction mixture was stirred at RT for 1 h and then quenched with ice-water. Diluted it with excess DCM, washed with water, sat.NaHCO3 solution and brine solution successively. Organic phase was dried over anhydrous Na2SO4 and concentrated to afford product (9 g, Yield: 71.4%); 1H NMR (300 MHz, DMSO-d6)... Reactants: CCOC(=O)c1cnc2c(OC)cccc2c1Cl, CCO, Cc1cc(O)ccc1N. Yields the product CCOC(=O)c1cnc2c(OC)cccc2c1Nc1ccc(O)cc1C. Reaction SMILES: [CH3:1][O:2][c:3]1[cH:4][cH:5][cH:6][c:7]2[c:8]([Cl:18])[c:9]([C:13](=[O:14])[O:15][CH2:16][CH3:17])[cH:10][n:11][c:12]12.[CH3:28][CH2:29][OH:30].[OH:19][c:20]1[cH:21][c:22]([CH3:27])[c:23]([NH2:24])[cH:25][cH:26]1>>[CH3:1][O:2][c:3]1[cH:4][cH:5][cH:6][c:7]2[c:8]([NH:24][c:23]3[c:22]([CH3:27])[cH:21][c:20]([OH:19])[cH:26][cH:25]3)[c:9]([C:13](=[O:14])[O:15][CH2:16][CH3:17])[cH:10][n:11][c:12]12. Reactants: (3S)-3-(benzyloxycarbonylphenylalanylamino)-1-fluoro-2-butanone Z-phenylalanine, C1CCOC1 (THF), ClC(=O)OCC(C)C (isobutyl chloroformate), CC=1C=CC(=CC1)S(=O)(=O)O (p-TsOH), CN1CCOCC1 (NMM), N[C@@H](C)C(=O)CF (AlaCH2F), anhydride, methanol ice, CN1CCOCC1 (N-methylmorpholine), Cl (HCl). The solvent is CN(C)C=O (DMF). Reaction conditions: temperature -15 celsius. Product: N([C@@H](CC1=CC=CC=C1)C(=O)N[C@@H](C)C(=O)CF)C(=O)OCC1=CC=CC=C1 (Z-Phe-AlaCH2F). The yield is 72.0%. Reaction SMILES: C[N:2]1[CH2:7][CH2:6][O:5]CC1.Cl[C:9]([O:11][CH2:12][CH:13]([CH3:15])[CH3:14])=[O:10].[CH3:16][C:17]1[CH:18]=[CH:19][C:20](S(O)(=O)=O)=[CH:21][CH:22]=1.[NH2:27][C@H:28]([C:30]([CH2:32][F:33])=[O:31])[CH3:29].Cl.[CH2:35]1[CH2:39]OC[CH2:36]1>CN(C=O)C>[NH:2]([C:9]([O:11][CH2:12][C:13]1[CH:15]=[CH:39][CH:35]=[CH:36][CH:14]=1)=[O:10])[C@H:7]([C:6]([NH:27][C@H:28]([C:30]([CH2:32][F:33])=[O:31])[CH3:29])=[O:5])[CH2:16][C:17]1[CH:18]=[CH:19][CH:20]=[CH:21][CH:22]=1. Procedure: (3S)-3-(benzyloxycarbonylphenylalanylamino)-1-fluoro-2-butanone Z-phenylalanine (2.29 g, 7.65 mmol) was 5 dissolved in THF (35 mL). The solution was cooled to -10° C. (methanol/ice bath). N-methylmorpholine (NMM; 0.84 mL, 7.65 mmol) was added, followed by isobutyl chloroformate (IBCF; 0.991 mL, 7.65 mmol), added over 3 minutes. With stirring, in a separate flask cooled to -15° C., p-TsOH.AlaCH2F (2.11 g, 7.65 mmol) was dissolved in DMF (7 mL). This solution was added to the mixed anhydride. NMM ...